From a dataset of the Open Reaction Database (ORD), a public repository of structured organic reaction records. describe an organic reaction: reactants, conditions, products, and yield Starting materials: COC=1C=C(C=CC1C)O (3-methoxy-4-methylphenol), C(C)(C)[Mg]Cl (isopropylmagnesium chloride), C(C1=CC=CC=C1)(C1=CC=CC=C1)N1C(C(C2=CC=CC=C12)=O)=O (1-benzhydrylindoline-2,3-dione), resultant mixture. The solvent is ClCCl (dichloromethane). Reaction conditions: time 10 minute. Yields the product C1(=CC=CC=C1)C(N1C(C(C2=CC=CC=C12)(C1=C(C=C(C(=C1)C)OC)O)O)=O)C1=CC=CC=C1 (1-(diphenylmethyl)-3-hydroxy-3-(2-hydroxy-4-methoxy-5-methylphenyl)-1,3-dihydro-2H-indol-2-one). The yield is 116.5%. Reaction SMILES: [CH3:1][O:2][C:3]1[CH:4]=[C:5]([OH:10])[CH:6]=[CH:7][C:8]=1[CH3:9].C([Mg]Cl)(C)C.[CH:16]([N:29]1[C:37]2[C:32](=[CH:33][CH:34]=[CH:35][CH:36]=2)[C:31](=[O:38])[C:30]1=[O:39])([C:23]1[CH:28]=[CH:27][CH:26]=[CH:25][CH:24]=1)[C:17]1[CH:22]=[CH:21][CH:20]=[CH:19][CH:18]=1>ClCCl>[C:23]1([CH:16]([C:17]2[CH:22]=[CH:21][CH:20]=[CH:19][CH:18]=2)[N:29]2[C:37]3[C:32](=[CH:33][CH:34]=[CH:35][CH:36]=3)[C:31]([OH:38])([C:6]3[CH:7]=[C:8]([CH3:9])[C:3]([O:2][CH3:1])=[CH:4][C:5]=3[OH:10])[C:30]2=[O:39])[CH:24]=[CH:25][CH:26]=[CH:27][CH:28]=1. Reported procedure: To a stirred solution of 3-methoxy-4-methylphenol (Jorgensen, E. C., et al., J. Med. Chem. (1971), 14:1199-202) (7.5 g, 54.3 mmol) in dichloromethane (160 mL) was added isopropylmagnesium chloride (29.0 mL, 2 M in tetrahydrofuran, 58 mmol) at 0° C. The resultant mixture was stirred at 0° C. for 30 min followed by the addition of 1-benzhydrylindoline-2,3-dione (10.4 g, 36.3 mmol). The reaction mixture was stirred at ambient temperature for 10 min and concentrated in vacuo to dryness. The residue ... Reactants: CO, Cc1nc(NNC(=O)C(CC2CCCC2)CN(C=O)OCc2ccccc2)c(F)c(N2CCCC2)n1. Yields the product Cc1nc(NNC(=O)C(CC2CCCC2)CN(O)C=O)c(F)c(N2CCCC2)n1. RXN SMILES: [CH3:37][OH:38].[CH:1]1([CH2:6][CH:7]([CH2:8][N:9]([CH:10]=[O:11])[O:12][CH2:13][c:14]2[cH:15][cH:16][cH:17][cH:18][cH:19]2)[C:20](=[O:21])[NH:22][NH:23][c:24]2[n:25][c:26]([CH3:36])[n:27][c:28]([N:31]3[CH2:32][CH2:33][CH2:34][CH2:35]3)[c:29]2[F:30])[CH2:2][CH2:3][CH2:4][CH2:5]1>>[CH:1]1([CH2:6][CH:7]([CH2:8][N:9]([CH:10]=[O:11])[OH:12])[C:20](=[O:21])[NH:22][NH:23][c:24]2[n:25][c:26]([CH3:36])[n:27][c:28]([N:31]3[CH2:32][CH2:33][CH2:34][CH2:35]3)[c:29]2[F:30])[CH2:2][CH2:3][CH2:4][CH2:5]1. The reactants are C[C@H](CCC(=O)O)[C@H]1CC[C@@H]2[C@@]1([C@H](C[C@H]3[C@H]2CC[C@H]4[C@@]3(CC[C@H](C4)O)C)O)C (deoxycholic acid), O=C[C@H](O)[C@@H](O)[C@H](O)[C@H](O)CO (glucose), [N+](=O)([O-])[O-].[NH4+] (ammonium nitrate), P(=O)(O)(O)[O-].[K+] (potassium dihydrogen phosphate), P(=O)(O)([O-])[O-].[K+].[K+] (dipotassium hydrogen phosphate), [OH-].[Na+] (sodium hydroxide). Reagents/catalysts: O.O.O.O.O.O.O.S(=O)(=O)([O-])[O-].[Mg+2] (magnesium sulfate heptahydrate). The solvent is O (water). Run at temperature 30 celsius, time 15 minute. Yields the product O[C@H]1C[C@@H]2[C@]3(C=CC(C=C3CC[C@H]2[C@@H]2CC[C@H](C(C)C=O)[C@@]12C)=O)C (12α-hydroxypregna-1,4-dien-3-one-20-carbaldehyde). The yield is 368.2%. Reaction SMILES: C[C@@H:2]([C@@H:8]1[C@@:12]2([CH3:28])[C@@H:13]([OH:27])[CH2:14][C@@H:15]3[C@@:20]4([CH3:26])[CH2:21][CH2:22][C@@H:23]([OH:25])[CH2:24][C@H:19]4[CH2:18][CH2:17][C@H:16]3[C@@H:11]2[CH2:10][CH2:9]1)[CH2:3]CC(O)=O.[O:29]=[CH:30][C@@H]([C@H]([C@@H]([C@@H](CO)O)O)O)O.[N+]([O-])([O-])=O.[NH4+].P([O-])(O)(O)=O.[K+].P([O-])([O-])(O)=O.[K+].[K+].[OH-].[Na+]>O.O.O.O.O.O.O.S([O-])([O-])(=O)=O.[Mg+2].O>[OH:27][C@@H:13]1[C@@:12]2([CH3:28])[C@@H:11]([CH2:10][CH2:9][C@@H:8]2[CH:2]([CH:30]=[O:29])[CH3:3])[C@H:16]2[C@@H:15]([C@:20]3([CH3:26])[C:19]([CH2:18][CH2:17]2)=[CH:24][C:23](=[O:25])[CH:22]=[CH:21]3)[CH2:14]1 |f:2.3,4.5,6.7.8,9.10,11.12.13.14.15.16.17.18.19|. Procedure details: Alcaligenes faecalis D4020-K15 (FERM BP-204) was cultivated in the following manner. A medium (pH 8.4) was prepared by adding tap water to 1.0 g of deoxycholic acid, 0.1 g of glucose, 0.2 g of ammonium nitrate, 0.12 g of potassium dihydrogen phosphate, 0.61 g of dipotassium hydrogen phosphate, 0.02 g of magnesium sulfate heptahydrate, 0.02 g of yeast extract and 0.1 g of sodium hydroxide to a volume of 100 ml. This medium was placed in a 500 ml Sakaguchi flask and steam-sterilized at 120°C. for ... Starting materials: COc1cc(Br)c(CO)cc1OC, ClCCl, O=S(Cl)Cl. The product is COc1cc(Br)c(CCl)cc1OC. Reaction SMILES: [Br:1][c:2]1[c:3]([CH2:12][OH:13])[cH:4][c:5]([O:10][CH3:11])[c:6]([O:8][CH3:9])[cH:7]1.[CH2:18]([Cl:19])[Cl:20].[S:14]([Cl:15])([Cl:16])=[O:17]>>[Br:1][c:2]1[c:3]([CH2:12][Cl:16])[cH:4][c:5]([O:10][CH3:11])[c:6]([O:8][CH3:9])[cH:7]1.